Dataset: the Open Reaction Database (ORD), a public repository of structured organic reaction records. Task: describe an organic reaction: reactants, conditions, products, and yield The reactants are C(OC1(CC1)C)(OC1=CC=C(C=C1)[N+](=O)[O-])=O (1-Methyl-cyclopropyl 4-nitrophenyl carbonate), FC1=C(C=CC(=C1)S(=O)(=O)C)C=1C=C2C(=CN1)OC(=C2)C2CCNCC2 (5-(2-fluoro-4-methanesulfonyl-phenyl)-2-piperidin-4-yl-furo[2,3-c]pyridine), C(C)(C)N(C(C)C)CC (N,N-diisopropyl-ethylamine). The solvent is O1CCCC1 (tetrahydrofuran). Conditions: time 8 hour. The product is CC1(CC1)OC(=O)N1CCC(CC1)C1=CC=2C(=CN=C(C2)C2=C(C=C(C=C2)S(=O)(=O)C)F)O1 (4-[5-(2-Fluoro-4-methanesulfonyl-phenyl)-furo[2,3-c]pyridin-2-yl]-piperidine-1-carboxylic acid 1-methyl-cyclopropyl ester). Reaction SMILES: [C:1](=[O:17])(OC1C=CC([N+]([O-])=O)=CC=1)[O:2][C:3]1([CH3:6])[CH2:5][CH2:4]1.[F:18][C:19]1[CH:24]=[C:23]([S:25]([CH3:28])(=[O:27])=[O:26])[CH:22]=[CH:21][C:20]=1[C:29]1[CH:30]=[C:31]2[CH:37]=[C:36]([CH:38]3[CH2:43][CH2:42][NH:41][CH2:40][CH2:39]3)[O:35][C:32]2=[CH:33][N:34]=1.C(N(CC)C(C)C)(C)C>O1CCCC1>[CH3:6][C:3]1([O:2][C:1]([N:41]2[CH2:42][CH2:43][CH:38]([C:36]3[O:35][C:32]4=[CH:33][N:34]=[C:29]([C:20]5[CH:21]=[CH:22][C:23]([S:25]([CH3:28])(=[O:27])=[O:26])=[CH:24][C:19]=5[F:18])[CH:30]=[C:31]4[CH:37]=3)[CH2:39][CH2:40]2)=[O:17])[CH2:4][CH2:5]1. Procedure details: 1-Methyl-cyclopropyl 4-nitrophenyl carbonate (48 mg) is added to a solution of 5-(2-fluoro-4-methanesulfonyl-phenyl)-2-piperidin-4-yl-furo[2,3-c]pyridine (75 mg) and N,N-diisopropyl-ethylamine (32 μL) in tetrahydrofuran (1 mL) at room temperature. The mixture is stirred at room temperature overnight. The solution is concentrated and the residue is taken up in ethyl acetate. The resulting mixture is washed with 1 M aqueous NaOH solution (3×), water, and brine. The organic phase is dried (Na2SO4) ...